This data is from the Open Reaction Database (ORD), a public repository of structured organic reaction records. The task is: describe an organic reaction: reactants, conditions, products, and yield Starting materials: C(C1=CC=CC=C1)(=N)N (benzamidine), C([O-])([O-])=O.[K+].[K+] (potassium carbonate), BrC(CCN1C(C2=CC=CC=C2C1=O)=O)C(C)=O (2-(3-bromo-4-oxo-pentyl)-isoindole-1,3-dione). Solvent: CN(C)C=O (DMF). Reaction conditions: temperature 80 celsius, time 4 hour. The product is CC1=C(N=C(N1)C1=CC=CC=C1)CCN1C(C2=CC=CC=C2C1=O)=O (2-[2-(5-methyl-2-phenyl-1H-imidazol-4-yl)-ethyl]-isoindole-1,3-dione). The yield is 41.5%. As a reaction SMILES: Br[CH:2]([C:16](=O)[CH3:17])[CH2:3][CH2:4][N:5]1[C:13](=[O:14])[C:12]2[C:7](=[CH:8][CH:9]=[CH:10][CH:11]=2)[C:6]1=[O:15].[C:19]([NH2:27])(=[NH:26])[C:20]1[CH:25]=[CH:24][CH:23]=[CH:22][CH:21]=1.C(=O)([O-])[O-].[K+].[K+]>CN(C=O)C>[CH3:17][C:16]1[NH:27][C:19]([C:20]2[CH:25]=[CH:24][CH:23]=[CH:22][CH:21]=2)=[N:26][C:2]=1[CH2:3][CH2:4][N:5]1[C:13](=[O:14])[C:12]2[C:7](=[CH:8][CH:9]=[CH:10][CH:11]=2)[C:6]1=[O:15] |f:2.3.4|. Reported procedure: To a solution of 2-(3-bromo-4-oxo-pentyl)-isoindole-1,3-dione (12.4 g) [CAS 112357-34-3] in abs. DMF (50 ml) was added benzamidine 85% (5.65 g) and potassium carbonate (11.03 g). The reaction mixture was stirred at 80° C. for 4 h, concentrated under vacuum. To the residue was added ice/water, and the mixture was extracted with ethyl acetate. The organic phase was washed with water and brine, dried over magnesium sulphate and concentrated. The crude product was purified by chromatography on silic... Run in O (water), C1CCOC1 (THF). Starting materials: OCC=1N=C(NC1)C (4-Hydroxymethyl-2-methylimidazole), C1(=CC=C(C=C1)S(=O)(=O)Cl)C (p-toluenesulfonylchloride), [OH-].[Na+] (Sodium hydroxide). RXN SMILES: [OH:1][CH2:2][C:3]1[N:4]=[C:5]([CH3:8])[NH:6][CH:7]=1.[C:9]1([CH3:19])[CH:14]=[CH:13][C:12]([S:15](Cl)(=[O:17])=[O:16])=[CH:11][CH:10]=1.[OH-].[Na+]>O.C1COCC1>[OH:1][CH2:2][C:3]1[N:4]=[C:5]([CH3:8])[N:6]([S:15]([C:12]2[CH:13]=[CH:14][C:9]([CH3:19])=[CH:10][CH:11]=2)(=[O:17])=[O:16])[CH:7]=1 |f:2.3|. Yield: 30.0%. Reported procedure: 4-Hydroxymethyl-2-methylimidazole (0.7 g, 6.25 mmol), prepared as in Example 180A, and p-toluenesulfonylchloride (1.2 g, 6.25 mmol) were suspended in 5 mL of distilled water and 3 mL of THF. Sodium hydroxide (1N) was added to maintain a pH of 9 over a period of 3 hours. The reaction mixture was extracted with ethyl acetate (3×50 mL). The extracts were combined, dried over magnesium sulfate, concentrated and crystallized from ethyl acetate, collected by vacuum filtration and dried to give 4-hydro... Product: OCC=1N=C(N(C1)S(=O)(=O)C1=CC=C(C=C1)C)C (4-hydroxymethyl-2-methyl-1-p-toluenesulfonylimidazole). Reactants: CCN=C=NCCCN(C)C.Cl (WSC hydrochloride), C1(CCCCC1)NC1CCCCC1.C(C)(C)(C)OC(=O)N[C@@H](CCSC)C(=O)O (N-t-butyloxycarbonyl-L-methionine dicyclohexylamine salt), Cl.C(C1=CC=CC=C1)OC([C@H]1NCCC1)=O (L-proline benzylester hydrochloride), C=1C=CC2=C(C1)N=NN2O (HOBT). Solvent: C(Cl)Cl (methylene chloride), CN(C=O)C (N,N-dimethylformamide). Reaction conditions: time 2 hour. Product: C(C1=CC=CC=C1)OC([C@H]1N(CCC1)C([C@@H](NC(=O)OC(C)(C)C)CCSC)=O)=O (N-t-butyloxycarbonyl-L-methionyl-L-proline benzylester). Isolated yield 102.9%. As a reaction SMILES: C1(NC2CCCCC2)CCCCC1.[C:14]([O:18][C:19]([NH:21][C@H:22]([C:27]([OH:29])=O)[CH2:23][CH2:24][S:25][CH3:26])=[O:20])([CH3:17])([CH3:16])[CH3:15].Cl.[CH2:31]([O:38][C:39](=[O:45])[C@@H:40]1[CH2:44][CH2:43][CH2:42][NH:41]1)[C:32]1[CH:37]=[CH:36][CH:35]=[CH:34][CH:33]=1.C1C=CC2N(O)N=NC=2C=1.CCN=C=NCCCN(C)C.Cl>C(Cl)Cl.CN(C)C=O>[CH2:31]([O:38][C:39](=[O:45])[C@@H:40]1[CH2:44][CH2:43][CH2:42][N:41]1[C:27](=[O:29])[C@H:22]([CH2:23][CH2:24][S:25][CH3:26])[NH:21][C:19]([O:18][C:14]([CH3:15])([CH3:16])[CH3:17])=[O:20])[C:32]1[CH:33]=[CH:34][CH:35]=[CH:36][CH:37]=1 |f:0.1,2.3,5.6|. Reported procedure: N-t-butyloxycarbonyl-L-methionine dicyclohexylamine salt (44.36 g, 103 mmole), L-proline benzylester hydrochloride (2490 g, 103 mmole) and HOBT (13.92 g, 103 mmole) were dissolved in methylene chloride (400 ml), and WSC hydrochloride (19.75 g, 103 mmole) were added thereto at -30C. The mixture was stirred for 2 hours at less than 0° C., N,N-dimethylformamide (100 ml) was added thereto, and stirred further overnight at room temperature. The solution was washed with 5% aqueous sodium bicarbonate (... The reactants are C(=O)(O)[O-].[Na+] (NaHCO3), [N+](=O)([O-])C=1C=C(C=CC1)C1=NN2C(SC=C2)=C1C1=CC=NC=C1 (6-(3-Nitrophenyl)-7-pyridin-4-yl-pyrazolo[5,1-b]thiazole), [Cl-].[NH4+] (ammonium chloride). The reagents and catalysts are [Zn] (Zinc). The solvent is O (water), O1CCOCC1.O (dioxane water). Run at temperature 100 celsius, time 2 hour. Yields the product N1=CC=C(C=C1)C=1C(=NN2C1SC=C2)C=2C=C(C=CC2)N (3-(7-pyridin-4-yl-pyrazolo[5,1-b]thiazol-6-yl)-phenylamine). The yield is 68.6%. As a reaction SMILES: [N+:1]([C:4]1[CH:5]=[C:6]([C:10]2[C:17]([C:18]3[CH:23]=[CH:22][N:21]=[CH:20][CH:19]=3)=[C:13]3[S:14][CH:15]=[CH:16][N:12]3[N:11]=2)[CH:7]=[CH:8][CH:9]=1)([O-])=O.[Cl-].[NH4+].C([O-])(O)=O.[Na+]>O1CCOCC1.O.O.[Zn]>[N:21]1[CH:20]=[CH:19][C:18]([C:17]2[C:10]([C:6]3[CH:5]=[C:4]([NH2:1])[CH:9]=[CH:8][CH:7]=3)=[N:11][N:12]3[CH:16]=[CH:15][S:14][C:13]=23)=[CH:23][CH:22]=1 |f:1.2,3.4,5.6|. Procedure: 6-(3-Nitrophenyl)-7-pyridin-4-yl-pyrazolo[5,1-b]thiazole (410 mg, 1.272 mmol) was dissolved in a 3:1 dioxane/water mixture (8 mL). Zinc powder (333 mg, 5.094 mmol, 4 eq) and ammonium chloride (680 mg, 12.72 mmol, 10 eq) were added and the mixture was stirred at 100° C. for 2 hours. It was then diluted with water, made basic by addition of saturated aqueous NaHCO3 and extracted with ethyl acetate (3×20 mL). Combined organic layers were washed with sat. aq. NaHCO3 and brine, dried over Na2SO4 and ... Reactants: ClC1=CC(=CC=C1)C(=O)OO (3-chloroperbenzoic acid), COC1=CC=C(C=C1)C=1N=C(NC1C1=CC=C(C=C1)OC)SC1=CC(=CC=C1)F (4,5-bis(4-methoxyphenyl)-2-(3-fluorophenylthio)imidazole). Solvent: ClCCl (dichloromethane), ClCCl (dichloromethane). Reaction conditions: time 3 hour. The product is COC1=CC=C(C=C1)C=1N=C(NC1C1=CC=C(C=C1)OC)S(=O)C1=CC(=CC=C1)F (4,5-bis(4-methoxyphenyl)-2-(3-fluorophenylsulfinyl)imidazole). Yield: 71.9%. As a reaction SMILES: ClC1C=CC=C(C(OO)=[O:9])C=1.[CH3:12][O:13][C:14]1[CH:19]=[CH:18][C:17]([C:20]2[N:21]=[C:22]([S:33][C:34]3[CH:39]=[CH:38][CH:37]=[C:36]([F:40])[CH:35]=3)[NH:23][C:24]=2[C:25]2[CH:30]=[CH:29][C:28]([O:31][CH3:32])=[CH:27][CH:26]=2)=[CH:16][CH:15]=1>ClCCl>[CH3:12][O:13][C:14]1[CH:15]=[CH:16][C:17]([C:20]2[N:21]=[C:22]([S:33]([C:34]3[CH:39]=[CH:38][CH:37]=[C:36]([F:40])[CH:35]=3)=[O:9])[NH:23][C:24]=2[C:25]2[CH:26]=[CH:27][C:28]([O:31][CH3:32])=[CH:29][CH:30]=2)=[CH:18][CH:19]=1. Procedure details: A solution of 2.164 g of 3-chloroperbenzoic acid (80%) in 150 ml of dichloromethane is added dropwise to a solution of 4.07 g of 4,5-bis(4-methoxyphenyl)-2-(3-fluorophenylthio)imidazole in 100 ml of dichloromethane. The solution is stirred for 3 hours at room temperature, washed with sodium bicarbonate solution, dried over sodium sulfate, and concentrated to dryness under vacuum. The residue is chromatographed on 150 g of silica gel with acetone/hexane, yielding 3.04 g of 4,5-bis(4-methoxyphenyl... Reactants: ClC1=CC=NC2=CC(=CC=C12)C#N (4-chloroquinoline-7-carbonitrile), C(C)C1=C(N=NC(=C1)C1=CC=CC=C1)NC1=CC=C(C=C1)O (4-(4-ethyl-6-phenylpyridazin-3-ylamino)phenol), C([O-])([O-])=O.[Cs+].[Cs+] (cesium carbonate), CS(=O)C (DMSO). The solvent is O (water). Product: C(C)C1=C(N=NC(=C1)C1=CC=CC=C1)NC1=CC=C(OC2=CC=NC3=CC(=CC=C23)C(=O)N)C=C1 (4-(4-(4-ethyl-6-phenylpyridazin-3-ylamino)phenoxy)quinoline-7-carboxamide). As a reaction SMILES: Cl[C:2]1[C:11]2[C:6](=[CH:7][C:8]([C:12]#[N:13])=[CH:9][CH:10]=2)[N:5]=[CH:4][CH:3]=1.[CH2:14]([C:16]1[CH:21]=[C:20]([C:22]2[CH:27]=[CH:26][CH:25]=[CH:24][CH:23]=2)[N:19]=[N:18][C:17]=1[NH:28][C:29]1[CH:34]=[CH:33][C:32]([OH:35])=[CH:31][CH:30]=1)[CH3:15].C(=O)([O-])[O-:37].[Cs+].[Cs+].CS(C)=O>O>[CH2:14]([C:16]1[CH:21]=[C:20]([C:22]2[CH:27]=[CH:26][CH:25]=[CH:24][CH:23]=2)[N:19]=[N:18][C:17]=1[NH:28][C:29]1[CH:30]=[CH:31][C:32]([O:35][C:2]2[C:11]3[C:6](=[CH:7][C:8]([C:12]([NH2:13])=[O:37])=[CH:9][CH:10]=3)[N:5]=[CH:4][CH:3]=2)=[CH:33][CH:34]=1)[CH3:15] |f:2.3.4|. Reported procedure: A microwave reaction vial was charged with 4-chloroquinoline-7-carbonitrile (97.1 mg, 0.515 mmol), 4-(4-ethyl-6-phenylpyridazin-3-ylamino)phenol (150 mg, 0.515 mmol), cesium carbonate (252 mg, 0.772 mmol) and 2.6 mL of DMSO. The vial was sealed, and the reaction mixture was irradiated in the microwave at 150° C. for 15 min. Upon cooling the mixture was poured into water and the resulting solids were filtered and washed with water. The crude solids were dissolved in 90/10/1 CH2Cl2/MeOH/NH4OH and ... Reactants: [Cl-].[NH4+] (ammonium chloride), O (water), CN(C)C(C#N)C1CCC2(OCCO2)CC1 (Dimethylamino-(1,4-dioxa-spiro[4.5]dec-8-yl)-acetonitrile), solution, ClC1=CC=C(C=C1)[Mg]Br (4-chlorophenylmagnesium bromide). Run in CCOCC (ether), CCOCC (ether). Run at time 20 hour. Product: ClC1=CC=C(C=C1)C(C1CCC2(OCCO2)CC1)N(C)C ([(4-Chlorophenyl)-(1,4-dioxa-spiro[4.5]dec-8-yl)-methyl]-dimethylamine). As a reaction SMILES: [CH3:1][N:2]([CH:4]([CH:7]1[CH2:16][CH2:15][C:10]2([O:14][CH2:13][CH2:12][O:11]2)[CH2:9][CH2:8]1)[C:5]#N)[CH3:3].[Cl:17][C:18]1[CH:23]=[CH:22]C([Mg]Br)=[CH:20][CH:19]=1.[Cl-].[NH4+].O>CCOCC>[Cl:17][C:18]1[CH:23]=[CH:22][C:5]([CH:4]([N:2]([CH3:3])[CH3:1])[CH:7]2[CH2:16][CH2:15][C:10]3([O:14][CH2:13][CH2:12][O:11]3)[CH2:9][CH2:8]2)=[CH:20][CH:19]=1 |f:2.3|. Procedure: A solution of the aminonitrile 4 (22.43 g, 100 mmol) in absolute ether (100 ml) was added dropwise to a 1 M solution of 4-chlorophenylmagnesium bromide in ether (200 ml, 200 mmol) under argon and while cooling with ice, and the mixture was stirred at RT for 20 hours. The reaction mixture was worked up by adding saturated ammonium chloride solution (100 ml) and water (100 ml) while cooling with ice, and extracting the mixture with diethyl ether (3×100 ml). The organic phase was washed with water ...